From a dataset of the Open Reaction Database (ORD), a public repository of structured organic reaction records. describe an organic reaction: reactants, conditions, products, and yield The reactants are O (water), 9, C([O-])([O-])=O.[K+].[K+] (potassium carbonate), C(C)(C)(C)OC([C@@H](NCC1=CC=CC=C1)CC1=CC=C(C=C1)O)=O (N-benzyl-tyrosine-tert-butyl ester), C(C)(C)(C)OC(CBr)=O (bromoacetic acid-tert-butyl ester). Solvent: O1CCCC1 (tetrahydrofuran). Yields the product C(C)(C)(C)OC(C(N(CC(=O)OC(C)(C)C)CC1=CC=CC=C1)CC1=CC=C(C=C1)O)=O (N-Benzyl-2-(4-hydroxybenzyl)-3-azaglutaric acid-di-tert-butyl ester). Reaction SMILES: [C:1]([O:5][C:6](=[O:24])[C@H:7]([CH2:16][C:17]1[CH:22]=[CH:21][C:20]([OH:23])=[CH:19][CH:18]=1)[NH:8][CH2:9][C:10]1[CH:15]=[CH:14][CH:13]=[CH:12][CH:11]=1)([CH3:4])([CH3:3])[CH3:2].O.C(=O)([O-])[O-].[K+].[K+].[C:32]([O:36][C:37](=[O:40])[CH2:38]Br)([CH3:35])([CH3:34])[CH3:33]>O1CCCC1>[C:1]([O:5][C:6](=[O:24])[CH:7]([CH2:16][C:17]1[CH:22]=[CH:21][C:20]([OH:23])=[CH:19][CH:18]=1)[N:8]([CH2:9][C:10]1[CH:15]=[CH:14][CH:13]=[CH:12][CH:11]=1)[CH2:38][C:37]([O:36][C:32]([CH3:35])([CH3:34])[CH3:33])=[O:40])([CH3:4])([CH3:2])[CH3:3] |f:2.3.4|. Procedure: 15.1 g (46.1 mmol) of N-benzyl-tyrosine-tert-butyl ester (Example a) is dissolved in 50 ml of tetrahydrofuran and mixed with 5 ml of water and 9.54 9 (69 mmol) of potassium carbonate. After instillation of 9.89 g (51 mmol) of bromoacetic acid-tert-butyl ester, it is stirred for two days at 65° C. After cooling, it is filtered, concentrated by evaporation in a vacuum and the residue is chromatographed on silica gel with diethyl ether/hexane/triethylamine. The product fractions are concentrated by... Yield: 43.0%. Reactants: COC1=C(C=CC(=C1)C(F)(F)F)C1=NC=CC2=CC(=CC=C12)S(=O)(=O)N(C=1N=CSC1)CC1=CC=C(C=C1)OC (1-(2-methoxy-4-(trifluoromethyl)phenyl)-N-(4-methoxybenzyl)-N-(thiazol-4-yl)isoquinoline-6-sulfonamide), C(=O)(C(F)(F)F)O (TFA). Run in C(Cl)Cl (DCM). Procedure details: To a solution of 1-(2-methoxy-4-(trifluoromethyl)phenyl)-N-(4-methoxybenzyl)-N-(thiazol-4-yl)isoquinoline-6-sulfonamide (0.070 g, 0.120 mmol) in DCM (1.195 ml) was added TFA (0.276 ml, 3.59 mmol) at room temperature. The resulting mixture stirred for a total of 3 weeks, monitoring every few days by LCMS. The crude mixture was concentrated by allowing the DCM to evaporate and taken up in DMSO. The DMSO solution was injected directly onto the Gilson HPLC for purification to provide 24 mgs (43% yie... Yields the product COC1=C(C=CC(=C1)C(F)(F)F)C1=NC=CC2=CC(=CC=C12)S(=O)(=O)NC=1N=CSC1 (1-(2-METHOXY-4-(TRIFLUOROMETHYL)PHENYL)-N-(THIAZOL-4-YL)ISOQUINOLINE-6-SULFONAMIDE). As a reaction SMILES: [CH3:1][O:2][C:3]1[CH:8]=[C:7]([C:9]([F:12])([F:11])[F:10])[CH:6]=[CH:5][C:4]=1[C:13]1[C:22]2[C:17](=[CH:18][C:19]([S:23]([N:26](CC3C=CC(OC)=CC=3)[C:27]3[N:28]=[CH:29][S:30][CH:31]=3)(=[O:25])=[O:24])=[CH:20][CH:21]=2)[CH:16]=[CH:15][N:14]=1.C(O)(C(F)(F)F)=O>C(Cl)Cl>[CH3:1][O:2][C:3]1[CH:8]=[C:7]([C:9]([F:10])([F:11])[F:12])[CH:6]=[CH:5][C:4]=1[C:13]1[C:22]2[C:17](=[CH:18][C:19]([S:23]([NH:26][C:27]3[N:28]=[CH:29][S:30][CH:31]=3)(=[O:25])=[O:24])=[CH:20][CH:21]=2)[CH:16]=[CH:15][N:14]=1. Reactants: [I-].O1C(=CC=C1)C(=O)C1=[N+](C=CC(=C1)C)C (2-(2-furoyl)-1,4-dimethylpyridinium iodide), C(#N)C1=NC=CC(=C1)C (2-cyano-4-methylpyridine), O1C(=CC=C1)[Li] (2-furyl-lithium). Yields the product O1C(=CC=C1)C(=O)C1=NC=CC(=C1)C (2-(2-furoyl)-4-methylpyridine). Reaction SMILES: [I-].[O:2]1[CH:6]=[CH:5][CH:4]=[C:3]1[C:7]([C:9]1[CH:14]=[C:13]([CH3:15])[CH:12]=[CH:11][N+:10]=1C)=[O:8].C(C1C=C(C)C=CN=1)#N.O1C=CC=C1[Li]>>[O:2]1[CH:6]=[CH:5][CH:4]=[C:3]1[C:7]([C:9]1[CH:14]=[C:13]([CH3:15])[CH:12]=[CH:11][N:10]=1)=[O:8] |f:0.1|. Procedure details: A process for preparing 2-(2-furoyl)-1,4-dimethylpyridinium iodide comprising the steps of reacting 2-cyano-4-methylpyridine under a nitrogen atmosphere with an ethereal solution of freshly prepared 2-furyl-lithium, hydrolyzing the reaction mixture under acid conditions to form 2-(2-furoyl)-4-methylpyridine, and heating the 2-(2-furoyl)-4--methylpyridine in the presence of methyl iodide to form 2-(2-furoyl)-1,4-dimethylpyridinium iodide. The reactants are [OH-].[Na+] (sodium hydroxide), ClC(=O)OCC1=CC=CC=C1 (benzyl chloroformate), O[C@@H]1CC[C@H](CC1)N (Trans-4-hydroxycyclohexylamine). Solvent: O (water), O1CCOCC1 (1,4-dioxane). Run at time 64 hour. The product is O[C@@H]1CC[C@H](CC1)NC(OCC1=CC=CC=C1)=O (Benzyl (trans-4-hydroxycyclohexyl)carbamate). As a reaction SMILES: [OH:1][C@H:2]1[CH2:7][CH2:6][C@H:5]([NH2:8])[CH2:4][CH2:3]1.[OH-].[Na+].Cl[C:12]([O:14][CH2:15][C:16]1[CH:21]=[CH:20][CH:19]=[CH:18][CH:17]=1)=[O:13]>O1CCOCC1.O>[OH:1][C@H:2]1[CH2:7][CH2:6][C@H:5]([NH:8][C:12](=[O:13])[O:14][CH2:15][C:16]2[CH:21]=[CH:20][CH:19]=[CH:18][CH:17]=2)[CH2:4][CH2:3]1 |f:1.2|. Procedure: Trans-4-hydroxycyclohexylamine (23 g) was dissolved in 1,4-dioxane (360 ml) and water (360 ml), and cooled at 0° C. Aqueous 5 N sodium hydroxide solution (160 ml) and benzyl chloroformate (72 ml) were added to the reaction liquid successively, then restored to room temperature and stirred for 64 hours. The white solid formed in the reaction system was collected by filtration, then successively washed with water and ethyl acetate, and dried at 50° C. under reduced pressure to obtain the entitled ...